From a dataset of the Open Reaction Database (ORD), a public repository of structured organic reaction records. describe an organic reaction: reactants, conditions, products, and yield The reactants are CC(=O)O, Cl[Cu], Cl, CC(C(=O)O)=C(C)C(O)=Nc1cc(C(=O)O)c(N)cc1F, O=N[O-], [Na+], O, O=S(=O)(O)O. The product is CC(C(=O)O)=C(C)C(O)=Nc1cc(C(=O)O)c(Cl)cc1F. RXN SMILES: [CH3:22][C:23](=[O:24])[OH:25].[Cl:37][Cu:38].[ClH:35].[F:1][c:2]1[c:3]([N:12]=[C:13]([C:14](=[C:15]([C:16](=[O:17])[OH:18])[CH3:19])[CH3:20])[OH:21])[cH:4][c:5]([C:9](=[O:10])[OH:11])[c:6]([NH2:8])[cH:7]1.[N:31]([O-:32])=[O:33].[Na+:34].[OH2:36].[S:26](=[O:27])(=[O:28])([OH:29])[OH:30]>>[F:1][c:2]1[c:3]([N:12]=[C:13]([C:14](=[C:15]([C:16](=[O:17])[OH:18])[CH3:19])[CH3:20])[OH:21])[cH:4][c:5]([C:9](=[O:10])[OH:11])[c:6]([Cl:35])[cH:7]1. Reactants: C=1N=CN2C1CCCC2C2=CC=C(C(=O)O)C=C2 (4-(5,6,7,8-tetrahydroimidazo[1,5-a]pyridin-5-yl)benzoic acid). The reagents and catalysts are Nishimura catalyst. Run in C(C)(=O)O (acetic acid). Product: C=1N=CN2C1CCCC2C2CCC(CC2)C(=O)O (4-(5,6,7,8-Tetrahydroimidazo[1,5-a]pyridin-5-yl)cyclohexanecarboxylic acid). As a reaction SMILES: [CH:1]1[N:2]=[CH:3][N:4]2[CH:9]([C:10]3[CH:18]=[CH:17][C:13]([C:14]([OH:16])=[O:15])=[CH:12][CH:11]=3)[CH2:8][CH2:7][CH2:6][C:5]=12>C(O)(=O)C>[CH:1]1[N:2]=[CH:3][N:4]2[CH:9]([CH:10]3[CH2:18][CH2:17][CH:13]([C:14]([OH:16])=[O:15])[CH2:12][CH2:11]3)[CH2:8][CH2:7][CH2:6][C:5]=12. Procedure details: A solution of 1.5 g of 4-(5,6,7,8-tetrahydroimidazo[1,5-a]pyridin-5-yl)benzoic acid [93178-73-5] in 5 ml of acetic acid is hydrogenated (50 bar) in the presence 0.05 g of Nishimura catalyst at room temperature. The reaction mixture is clarified by filtration, and the filtrate is evaporated. The crude title compound is obtained from the residue. Isolated yield 24.5%. Run in CN(C)C=O (DMF). As a reaction SMILES: [O:1]1[C@@H:6]2[CH2:7][NH:8][CH2:9][C@H:5]2[O:4][CH2:3][CH2:2]1.C([O-])([O-])=O.[K+].[K+].[Cl:16][C:17]1[CH:18]=[C:19]([NH:24][C:25]2[C:34]3[C:29](=[CH:30][C:31]([O:40][CH3:41])=[C:32]([O:35][CH2:36][CH2:37][CH2:38]Cl)[CH:33]=3)[N:28]=[CH:27][N:26]=2)[CH:20]=[CH:21][C:22]=1[F:23]>[I-].C([N+](CCCC)(CCCC)CCCC)CCC.CN(C=O)C>[Cl:16][C:17]1[CH:18]=[C:19]([NH:24][C:25]2[C:34]3[C:29](=[CH:30][C:31]([O:40][CH3:41])=[C:32]([O:35][CH2:36][CH2:37][CH2:38][N:8]4[CH2:7][C@@H:6]5[O:1][CH2:2][CH2:3][O:4][C@H:5]5[CH2:9]4)[CH:33]=3)[N:28]=[CH:27][N:26]=2)[CH:20]=[CH:21][C:22]=1[F:23] |f:1.2.3,5.6|. Procedure: A mixture of (4aR,7aR)-hexahydro-2H-[1,4]dioxino[2,3-c]pyrrole (129.0 mg, 1.0 mmol), K2CO3 (217.0 mg, 1.56 mmol), tetrabutylammoniumiodide (44.0 mg, 0.12 mmol) and N-(3-chloro-4-fluorophenyl)-6-(3-chloropropoxy)-7-methoxyquinazolin-4-amine (475.0 mg, 1.20 mmol) in 15 mL of DMF was stirred for 9 h at 60° C., then poured into 10 mL of ice-water and extracted with CH2Cl2. The organic phase was dried over anhydrous Na2SO4 and concentrated in vacuo. The residue was chromatographed with a silica gel c... Reaction conditions: temperature 60 celsius, time 9 hour. The reactants are ice water, O1CCO[C@H]2[C@H]1CNC2 ((4aR,7aR)-hexahydro-2H-[1,4]dioxino[2,3-c]pyrrole), C(=O)([O-])[O-].[K+].[K+] (K2CO3), ClC=1C=C(C=CC1F)NC1=NC=NC2=CC(=C(C=C12)OCCCCl)OC (N-(3-chloro-4-fluorophenyl)-6-(3-chloropropoxy)-7-methoxyquinazolin-4-amine). The reagents and catalysts are [I-].C(CCC)[N+](CCCC)(CCCC)CCCC (tetrabutylammoniumiodide). Product: ClC=1C=C(C=CC1F)NC1=NC=NC2=CC(=C(C=C12)OCCCN1C[C@H]2[C@H](C1)OCCO2)OC (N-(3-chloro-4-fluorophenyl)-7-methoxy-6-(3-((4aS,7aS)-tetrahydro-2H-[1,4]dioxino[2,3-c]pyrrol-6(3H)-yl)propoxy)quinazolin-4-amine).